From a dataset of the Open Reaction Database (ORD), a public repository of structured organic reaction records. describe an organic reaction: reactants, conditions, products, and yield The reactants are C(C)OC(=O)C1=CC=C(OCC2=C(C=CC=C2)OC)C=C1 (4-Ethoxycarbonylphenoxy-(2'-methoxyphenyl) methane). Run in [OH-].[Na+] (sodium hydroxide). Run at time 18 hour. Yields the product C(=O)(O)C1=CC=C(OCC2=C(C=CC=C2)OC)C=C1 (4-Carboxyphenoxy-(2'-methoxyphenyl) methane). As a reaction SMILES: C([O:3][C:4]([C:6]1[CH:21]=[CH:20][C:9]([O:10][CH2:11][C:12]2[CH:17]=[CH:16][CH:15]=[CH:14][C:13]=2[O:18][CH3:19])=[CH:8][CH:7]=1)=[O:5])C>[OH-].[Na+]>[C:4]([C:6]1[CH:7]=[CH:8][C:9]([O:10][CH2:11][C:12]2[CH:17]=[CH:16][CH:15]=[CH:14][C:13]=2[O:18][CH3:19])=[CH:20][CH:21]=1)([OH:5])=[O:3] |f:1.2|. Reported procedure: 4-Ethoxycarbonylphenoxy-(2'-methoxyphenyl) methane (14.3g.; 0.05 mole) in sodium hydroxide (100ml.; 10N) was heated under reflux with vigorous stirring for 18 hr. Starting materials: BrC1=C(N=CN(C1=O)C=1C=C(C(=O)N[C@H](CO)C)C=CC1C)OCC1=C(C=C(C=C1)F)F (3-[5-bromo-4-[(2,4-difluorobenzyl)oxy]-6-oxopyrimidin-1(6H)-yl]-N-[(1S)-2-hydroxy-1-methylethyl]-4-methylbenzamide), Cl.N[C@H](CO)C ((S)-(−)-2-amino-1-propanol HCl). Product: BrC1=C(N=CN(C1=O)C=1C=C(C(=O)N[C@@H](CO)C)C=CC1C)OCC1=C(C=C(C=C1)F)F (3-[5-bromo-4-[(2,4-difluorobenzyl)oxy]-6-oxopyrimidin-1(6H)-yl]-N-[(1R)-2-hydroxy-1-methylethyl]-4-methylbenzamide). As a reaction SMILES: [Br:1][C:2]1[C:7](=[O:8])[N:6]([C:9]2[CH:10]=[C:11]([CH:19]=[CH:20][C:21]=2[CH3:22])[C:12]([NH:14][C@@H:15]([CH3:18])[CH2:16][OH:17])=[O:13])[CH:5]=[N:4][C:3]=1[O:23][CH2:24][C:25]1[CH:30]=[CH:29][C:28]([F:31])=[CH:27][C:26]=1[F:32].Cl.N[C@@H](C)CO>>[Br:1][C:2]1[C:7](=[O:8])[N:6]([C:9]2[CH:10]=[C:11]([CH:19]=[CH:20][C:21]=2[CH3:22])[C:12]([NH:14][C@H:15]([CH3:18])[CH2:16][OH:17])=[O:13])[CH:5]=[N:4][C:3]=1[O:23][CH2:24][C:25]1[CH:30]=[CH:29][C:28]([F:31])=[CH:27][C:26]=1[F:32] |f:1.2|. Reported procedure: The title compound was prepared using a procedure similar to that used in Step 4 of the synthesis of 3-[5-bromo-4-[(2,4-difluorobenzyl)oxy]-6-oxopyrimidin-1(6H)-yl]-N-[(1S)-2-hydroxy-1-methylethyl]-4-methylbenzamide by substituting (R)-(−)-2-amino-1-propanol for (S)-(−)-2-amino-1-propanol HCl. 1H NMR (CD3OD/400 MHz) δ8.32 (s, 1H), 7.92 (m, 1H), 7.76 (s, 1H), 7.61 (q, 1H, J=8.0 Hz), 7.52 (d, 1H, J=8.0 Hz), 7.01 (m, 2H), 5.59 (m, 2H), 4.16 (m, 1H), 3.57 (m, 2H), 2.19 (s, 3H), 1.22 (d, 3H, J=6.0 Hz...